Dataset: the Open Reaction Database (ORD), a public repository of structured organic reaction records. Task: describe an organic reaction: reactants, conditions, products, and yield Starting materials: O1C(NC2=C1C=CC=C2)=O (2-benzoxazolinone), C([O-])([O-])=O.[K+].[K+] (potassium carbonate), BrCCCCl (1-bromo-3-chloropropane). Solvent: C(C)(=O)OCC (ethyl acetate), CN(C=O)C (N,N-dimethylformamide). Run at temperature 55 celsius, time 18 hour. The product is ClCCCN1C(OC2=C1C=CC=C2)=O (3-(3-chloropropyl)benzo[d]oxazol-2(3H)-one). The yield is 99.0%. As a reaction SMILES: [O:1]1[C:5]2[CH:6]=[CH:7][CH:8]=[CH:9][C:4]=2[NH:3][C:2]1=[O:10].C(=O)([O-])[O-].[K+].[K+].Br[CH2:18][CH2:19][CH2:20][Cl:21]>CN(C)C=O.C(OCC)(=O)C>[Cl:21][CH2:20][CH2:19][CH2:18][N:3]1[C:4]2[CH:9]=[CH:8][CH:7]=[CH:6][C:5]=2[O:1][C:2]1=[O:10] |f:1.2.3|. Procedure: To a solution of 2-benzoxazolinone (2.0 g, 14.8 mmol) and potassium carbonate (3.07 g, 22.2 mmol) in N,N-dimethylformamide (20 mL), was added 1-bromo-3-chloropropane (4.4 mL, 44.4 mmol, d=1.6). After stirring at 55° C. for 18 hours, the reaction mixture was diluted with ethyl acetate (100 mL), washed with dilute citric acid, water and brine. The organic phase was dried over MgSO4 and concentrated to obtain 3-(3-chloropropyl)benzo[d]oxazol-2(3H)-one (3.1 g, 99%).